From a dataset of the Open Reaction Database (ORD), a public repository of structured organic reaction records. describe an organic reaction: reactants, conditions, products, and yield Reactants: CC(CCCCCC)(C)C1=CC(=C(C=C1)C=1CC(CCC1)=O)O (3-[4-(1,1-dimethylheptyl)-2hydroxyphenyl]-cyclohex-3-enone), [BH4-].[Na+] (sodium borohydride), [Cl-].[Na+] (sodium chloride), CCOCC (ether). Solvent: CO (methanol). Reaction conditions: time 30 minute. The product is CC(CCCCCC)(C)C1=CC(=C(C=C1)C=1CC(CCC1)O)O (3-[4-(1,1-Dimethylheptyl)-2-hydroxyphenyl]-cyclohex-3-ene-1-ol). Reaction SMILES: [CH3:1][C:2]([C:10]1[CH:15]=[CH:14][C:13]([C:16]2[CH2:17][C:18](=[O:22])[CH2:19][CH2:20][CH:21]=2)=[C:12]([OH:23])[CH:11]=1)([CH3:9])[CH2:3][CH2:4][CH2:5][CH2:6][CH2:7][CH3:8].[BH4-].[Na+].[Cl-].[Na+].CCOCC>CO>[CH3:9][C:2]([C:10]1[CH:15]=[CH:14][C:13]([C:16]2[CH2:17][CH:18]([OH:22])[CH2:19][CH2:20][CH:21]=2)=[C:12]([OH:23])[CH:11]=1)([CH3:1])[CH2:3][CH2:4][CH2:5][CH2:6][CH2:7][CH3:8] |f:1.2,3.4|. Procedure details: To a -18° C. solution of 17.5 g (50 mmol) of 3-[4-(1,1-dimethylheptyl)-2hydroxyphenyl]-cyclohex-3-enone in 50 ml of methanol is added 1.9 g (50 mmol) of sodium borohydride. The reaction mixture is stirred for 30 minutes and then added to 250 ml of saturated sodium chloride-250 ml of ether. The ether extract is washed once with 250 ml of saturated sodium chloride, dried over magnesium sulfate and evaporated. The residue is purified via column chromatography on 400 g of silica gel eluted with 50% ...